Dataset: the Open Reaction Database (ORD), a public repository of structured organic reaction records. Task: describe an organic reaction: reactants, conditions, products, and yield Reactants: CN(CCCCN)C(=O)OC(C)(C)C, ClCCl, O=C1CCCc2cccnc21. Product: CN(CCCCNC1CCCc2cccnc21)C(=O)OC(C)(C)C. RXN SMILES: [C:12]([CH3:13])([CH3:14])([CH3:15])[O:16][C:17]([N:18]([CH3:19])[CH2:20][CH2:21][CH2:22][CH2:23][NH2:24])=[O:25].[Cl:26][CH2:27][Cl:28].[n:1]1[cH:2][cH:3][cH:4][c:5]2[c:10]1[C:9](=[O:11])[CH2:8][CH2:7][CH2:6]2>>[n:1]1[cH:2][cH:3][cH:4][c:5]2[c:10]1[CH:9]([NH:24][CH2:23][CH2:22][CH2:21][CH2:20][N:18]([C:17]([O:16][C:12]([CH3:13])([CH3:14])[CH3:15])=[O:25])[CH3:19])[CH2:8][CH2:7][CH2:6]2. The reactants are ClCCl, COC(=O)C(CCS(=O)(=O)N(Cc1ccc(OC)cc1)Cc1ccc(OC)cc1)c1ccc([N+](=O)[O-])cc1F, O=C(O)C(F)(F)F. The product is COC(=O)C(CCS(N)(=O)=O)c1ccc([N+](=O)[O-])cc1F. Reaction SMILES: [CH2:40]([Cl:41])[Cl:42].[CH3:1][O:2][c:3]1[cH:4][cH:5][c:6]([CH2:7][N:10]([CH2:8][c:9]2[cH:31][cH:32][c:33]([O:34][CH3:35])[cH:36][cH:37]2)[S:11](=[O:12])(=[O:13])[CH2:14][CH2:15][CH:16]([C:17](=[O:18])[O:19][CH3:20])[c:21]2[c:22]([F:30])[cH:23][c:24]([N+:27](=[O:28])[O-:29])[cH:25][cH:26]2)[cH:38][cH:39]1.[OH:43][C:44]([C:45]([F:46])([F:47])[F:48])=[O:49]>>[NH2:10][S:11](=[O:12])(=[O:13])[CH2:14][CH2:15][CH:16]([C:17](=[O:18])[O:19][CH3:20])[c:21]1[c:22]([F:30])[cH:23][c:24]([N+:27](=[O:28])[O-:29])[cH:25][cH:26]1. Reactants: NC=1N(N=C2N=C(NC(C21)=O)C(C)(C)C)C (3-Amino-2-methyl-6-(1,1-dimethylethyl)-2,5-dihydropyrazolo[3,4-d]pyrimidin-4-one), C(C1=CC=CC=C1)=O (benzaldehyde). The product is C(C1=CC=CC=C1)=NC=1N(N=C2N=C(NC(C21)=O)C(C)(C)C)C (3-Benzylideneamino-2-methyl-6-(1,1-dimethylethyl)-2,5-dihydropyrazolo[3,4-d]pyrimidin-4-one). Reaction SMILES: [NH2:1][C:2]1[N:3]([CH3:16])[N:4]=[C:5]2[C:10]=1[C:9](=[O:11])[NH:8][C:7]([C:12]([CH3:15])([CH3:14])[CH3:13])=[N:6]2.[CH:17](=O)[C:18]1[CH:23]=[CH:22][CH:21]=[CH:20][CH:19]=1>>[CH:17](=[N:1][C:2]1[N:3]([CH3:16])[N:4]=[C:5]2[C:10]=1[C:9](=[O:11])[NH:8][C:7]([C:12]([CH3:13])([CH3:15])[CH3:14])=[N:6]2)[C:18]1[CH:23]=[CH:22][CH:21]=[CH:20][CH:19]=1. Procedure details: 3-Amino-2-methyl-6-(1,1-dimethylethyl)-2,5-dihydropyrazolo[3,4-d]pyrimidin-4-one (2.2 g) prepared as in Example 1 was heated under reflux in benzaldehyde (6.6 ml) for 11/2 hours. The solution was cooled to precipitate the product (2.4 g), m.p. 250°-253° C. Starting materials: COc1ccc(Br)c2ccn(S(=O)(=O)c3ccccc3)c12, CCCCC([Sn])=C(CCCC)CCCC, CC#N. Product: C=Cc1ccc(OC)c2c1ccn2S(=O)(=O)c1ccccc1. As a reaction SMILES: [Br:1][c:2]1[c:3]2[cH:4][cH:5][n:6]([S:13](=[O:14])(=[O:15])[c:16]3[cH:17][cH:18][cH:19][cH:20][cH:21]3)[c:7]2[c:8]([O:11][CH3:12])[cH:9][cH:10]1.[CH2:22]([CH2:23][CH2:35][CH3:36])[C:24]([Sn:25])=[C:26]([CH2:27][CH2:28][CH2:29][CH3:30])[CH2:31][CH2:32][CH2:33][CH3:34].[CH3:37][C:38]#[N:39]>>[c:2]1([CH:22]=[CH2:23])[c:3]2[cH:4][cH:5][n:6]([S:13](=[O:14])(=[O:15])[c:16]3[cH:17][cH:18][cH:19][cH:20][cH:21]3)[c:7]2[c:8]([O:11][CH3:12])[cH:9][cH:10]1. The reactants are C(C)(=O)OCC1=CC(=NO1)C ((3-methylisoxazol-5-yl)methyl acetate), CC(=O)O (AcOH), BrN1C(CCC1=O)=O (N-bromosuccinimide), OS(=O)(=O)O (H2SO4), C(=O)(O)[O-].[Na+] (NaHCO3). Reaction conditions: temperature 110 celsius, time 1 hour. Yields the product C(C)(=O)OCC1=C(C(=NO1)C)Br ((4-Bromo-3-methylisoxazol-5-yl)methyl acetate). Yield: 88.0%. RXN SMILES: [C:1]([O:4][CH2:5][C:6]1[O:10][N:9]=[C:8]([CH3:11])[CH:7]=1)(=[O:3])[CH3:2].CC(O)=O.[Br:16]N1C(=O)CCC1=O.OS(O)(=O)=O.C([O-])(O)=O.[Na+]>>[C:1]([O:4][CH2:5][C:6]1[O:10][N:9]=[C:8]([CH3:11])[C:7]=1[Br:16])(=[O:3])[CH3:2] |f:4.5|. Procedure: To a solution of (3-methylisoxazol-5-yl)methyl acetate (0.979 g, 6.31 mmol) in AcOH (10 mL, 175 mmol) was added N-bromosuccinimide (1.30 g, 7.30 mmol) and H2SO4 (0.65 mL, 12.19 mmol). The reaction was heated to 110° C. After 1 h, the reaction mixture was cooled to room temperature and carefully poured into a beaker containing ice and saturated NaHCO3. The bi-phasic was vigorously stirred and basic solution (pH˜8-9) was extracted with EtOAc (2×15 mL). The organic layer was washed with 2% sodium t... Reactants: O[C@@H]1[C@]2(CC)[C@@H]([C@@H]3[C@H]1C3)[C@@H]3CCC1=CC(CC[C@@H]1[C@H]3CC2)=O (17β-hydroxy-18-methyl-15α,16α-methylene-4-estren-3-one), C(C)(=O)OC(C)=O (acetic anhydride), ice water. Run in N1=CC=CC=C1 (pyridine). The product is C(C)(=O)O[C@@H]1[C@]2(CC)[C@@H]([C@@H]3[C@H]1C3)[C@@H]3CCC1=CC(CC[C@@H]1[C@H]3CC2)=O (17β-acetoxy-18-methyl-15α,16α-methylene-4-estren-3-one). Reaction SMILES: [OH:1][C@H:2]1[C@@H:8]2[CH2:9][C@@H:7]2[C@H:6]2[C@H:10]3[C@H:19]([CH2:20][CH2:21][C@:3]12[CH2:4][CH3:5])[C@@H:18]1[C:13](=[CH:14][C:15](=[O:22])[CH2:16][CH2:17]1)[CH2:12][CH2:11]3.[C:23](OC(=O)C)(=[O:25])[CH3:24]>N1C=CC=CC=1>[C:23]([O:1][C@H:2]1[C@@H:8]2[CH2:9][C@@H:7]2[C@H:6]2[C@H:10]3[C@H:19]([CH2:20][CH2:21][C@:3]12[CH2:4][CH3:5])[C@@H:18]1[C:13](=[CH:14][C:15](=[O:22])[CH2:16][CH2:17]1)[CH2:12][CH2:11]3)(=[O:25])[CH3:24]. Procedure: 5.0 g. of natural 17β-hydroxy-18-methyl-15α,16α-methylene-4-estren-3-one is allowed to stand at room temperature in 20 ml. of pyridine and 10 ml. of acetic anhydride for 18 hours. The mixture is then stirred into ice water, the thus-obtained precipitate is filtered off and dissolved in methylene chloride. The methylene chloride phase is washed successively with dilute hydrochloric acid, water, sodium bicarbonate solution, and water. After drying and evaporation, 5.5 g. of natural 17β-acetoxy-18-... Starting materials: C(C)(C)(C)OC(N[C@H](CC1=CC=CC=C1)[C@H]1OC1)=O ([(1R)-1-{(2R)-oxiran-2-yl}-2-phenyl-ethyl]carbamic acid tert-butylester), COC[C@H]1NCCC1 ((2S)-2-methoxymethyl-pyrrolidine). Yields the product C(C)(C)(C)OC(N[C@@H]([C@H](CN1[C@@H](CCC1)COC)O)CC1=CC=CC=C1)=O ([(1R,2S)-1-Benzyl-2-hydroxy-3-([2S]-2-methoxymethyl-pyrrolidin-1-yl)-propyl]-carbamic acid tert-butyl ester). Reaction SMILES: [C:1]([O:5][C:6](=[O:19])[NH:7][C@@H:8]([C@@H:16]1[CH2:18][O:17]1)[CH2:9][C:10]1[CH:15]=[CH:14][CH:13]=[CH:12][CH:11]=1)([CH3:4])([CH3:3])[CH3:2].[CH3:20][O:21][CH2:22][C@@H:23]1[CH2:27][CH2:26][CH2:25][NH:24]1>>[C:1]([O:5][C:6](=[O:19])[NH:7][C@H:8]([CH2:9][C:10]1[CH:15]=[CH:14][CH:13]=[CH:12][CH:11]=1)[C@@H:16]([OH:17])[CH2:18][N:24]1[CH2:25][CH2:26][CH2:27][C@H:23]1[CH2:22][O:21][CH3:20])([CH3:4])([CH3:3])[CH3:2]. Reported procedure: Using general procedure 1 and purification method D with [(1R)-1-{(2R)-oxiran-2-yl}-2-phenyl-ethyl]carbamic acid tert-butylester (0.10 g, 0.38 mmol) and (2S)-2-methoxymethyl-pyrrolidine (0.087 g, 0.76 mmol) gives the title compound. Reactants: CSC(=C[N+](=O)[O-])NCCSCC=1OC(=CC1)CN(C)C (1-(methylthio)-1-[2-[[[5-(dimethylamino) methyl-2-furanyl]methyl]thio]ethylamino]2-nitroethene), C1(CCCCCCC1)N (cyclooctyl amine). Run in C(C)O (ethanol). The product is C1(CCCCCCC1)NC(=C[N+](=O)[O-])N (N'-cyclooctyl-2-nitro-1,1-ethenediamine). The yield is 74.7%. Reaction SMILES: CS[C:3]([NH:8]CCSCC1OC(CN(C)C)=CC=1)=[CH:4][N+:5]([O-:7])=[O:6].[CH:22]1([NH2:30])[CH2:29][CH2:28][CH2:27][CH2:26][CH2:25][CH2:24][CH2:23]1>C(O)C>[CH:22]1([NH:30][C:3]([NH2:8])=[CH:4][N+:5]([O-:7])=[O:6])[CH2:29][CH2:28][CH2:27][CH2:26][CH2:25][CH2:24][CH2:23]1. Procedure: A solution of 1-(methylthio)-1-[2-[[[5-(dimethylamino) methyl-2-furanyl]methyl]thio]ethylamino]2-nitroethene (1.05 g, 3.2 mmol) and cyclooctyl amine (1.2 g, 9.5 mmol) in ethanol (20 ml) was stirred at 20° C. for 21 days. The solvent was then removed in vacuo and the residue was chromatographed on a column of alumina (using chloroform as eluant) to give N-[2-[[[5-dimethylamino)-methyl-2-furanyl]methyl]thio]ethyl]-N'-cyclooctyl-2-nitro-1,1-ethenediamine (0.51 g, 39%) as an oil. [NMR τ (CDCl3) -0.3...